Task: describe an organic reaction: reactants, conditions, products, and yield. Dataset: the Open Reaction Database (ORD), a public repository of structured organic reaction records Starting materials: CCN(C(C)C)C(C)C (DIPEA), C1(CCC1)OC1=C(C(=O)O)C=CC=C1C (2-cyclobutoxy-3-methyl-benzoic acid), C(Cl)Cl (DCM), NC1(CC2=CC=CC=C2C1)C#N (2-amino-indane-2-carbonitrile). The solvent is CC(C)O.C(Cl)Cl (iPrOH DCM). Reaction conditions: time 5 minute. Yields the product C(#N)C1(CC2=CC=CC=C2C1)NC(C1=C(C(=CC=C1)C)OC1CCC1)=O (N-(2-Cyano-indan-2-yl)-2-cyclobutoxy-3-methyl-benzamide). RXN SMILES: [CH:1]1([O:5][C:6]2[C:14]([CH3:15])=[CH:13][CH:12]=[CH:11][C:7]=2[C:8]([OH:10])=O)[CH2:4][CH2:3][CH2:2]1.C(Cl)Cl.[NH2:19][C:20]1([C:29]#[N:30])[CH2:28][C:27]2[C:22](=[CH:23][CH:24]=[CH:25][CH:26]=2)[CH2:21]1.CCN(C(C)C)C(C)C>CC(O)C.C(Cl)Cl>[C:29]([C:20]1([NH:19][C:8](=[O:10])[C:7]2[CH:11]=[CH:12][CH:13]=[C:14]([CH3:15])[C:6]=2[O:5][CH:1]2[CH2:2][CH2:3][CH2:4]2)[CH2:28][C:27]2[C:22](=[CH:23][CH:24]=[CH:25][CH:26]=2)[CH2:21]1)#[N:30] |f:4.5|. Procedure: A 30 mL vial is charged with 2-cyclobutoxy-3-methyl-benzoic acid (734 mg, 3.56 mmol) and dry DCM (10 mL). A stirring bar is added and stirring is initiated. After 5 min, HTBU (1.35 g, 3.56 mmol) is added. After 5 min, 2-amino-indane-2-carbonitrile. (308, 563 mg, 3.56 mmol) is added followed by DIPEA (1.5 mL, 8.95 mmol). The reaction is allowed to stir for 38 h. Analysis of the reaction mixture by tlc (silica, 15% iPrOH/DCM) indicates complete consumption of the starting amine. The contents of th...